From a dataset of the Open Reaction Database (ORD), a public repository of structured organic reaction records. describe an organic reaction: reactants, conditions, products, and yield The reactants are FC(OC1=CC=C(C=C1)O)(F)F (4-trifluoromethoxyphenol), ClC=1C(=CC(=C(C(=O)OC(C)C)C1)[N+](=O)[O-])C (isopropyl 5-chloro-4-methyl-2-nitrobenzoate), C([O-])([O-])=O.[K+].[K+] (potassium carbonate). Solvent: CC(=O)N(C)C (Dimethylacetamide). Run at temperature 102.5 celsius, time 37 hour. The product is CC1=CC(=C(C(=O)OC(C)C)C=C1OC1=CC=C(C=C1)OC(F)(F)F)[N+](=O)[O-] (isopropyl 4-methyl-2-nitro-5-(4-(trifluoromethoxy)phenoxy)benzoate). Yield: 97.9%. As a reaction SMILES: [F:1][C:2]([F:12])([F:11])[O:3][C:4]1[CH:9]=[CH:8][C:7]([OH:10])=[CH:6][CH:5]=1.Cl[C:14]1[C:15]([CH3:29])=[CH:16][C:17]([N+:26]([O-:28])=[O:27])=[C:18]([CH:25]=1)[C:19]([O:21][CH:22]([CH3:24])[CH3:23])=[O:20].C(=O)([O-])[O-].[K+].[K+]>CC(N(C)C)=O>[CH3:29][C:15]1[C:14]([O:10][C:7]2[CH:6]=[CH:5][C:4]([O:3][C:2]([F:11])([F:12])[F:1])=[CH:9][CH:8]=2)=[CH:25][C:18]([C:19]([O:21][CH:22]([CH3:24])[CH3:23])=[O:20])=[C:17]([N+:26]([O-:28])=[O:27])[CH:16]=1 |f:2.3.4|. Reported procedure: Dimethylacetamide (716 ml), 170 g of 4-trifluoromethoxyphenol, 246 g of isopropyl 5-chloro-4-methyl-2-nitrobenzoate, and 263.9 g of potassium carbonate were added into a 2000-ml glass flask equipped with a stirring device, a thermometer, and a reflux condenser under a nitrogen atmosphere, and the temperature of the contents of the flask was raised to 100 to 105° C. with stirring. A reaction was allowed to proceed at the same temperature for 37 hr, and 360 ml of dimethylacetamide was then removed... Yield: 88.0%. Yields the product C(C)NCC=1OC(=CN1)C1=CC=C(C=C1)Cl (2-ethylaminomethyl-5-(4-chlorophenyl) oxazole). As a reaction SMILES: Cl[CH2:2][C:3]1[O:4][C:5]([C:8]2[CH:13]=[CH:12][C:11]([Cl:14])=[CH:10][CH:9]=2)=[CH:6][N:7]=1.[CH2:15]([NH2:17])[CH3:16]>C(O)C>[CH2:15]([NH:17][CH2:2][C:3]1[O:4][C:5]([C:8]2[CH:13]=[CH:12][C:11]([Cl:14])=[CH:10][CH:9]=2)=[CH:6][N:7]=1)[CH3:16]. Conditions: time 8 hour. Starting materials: ClCC=1OC(=CN1)C1=CC=C(C=C1)Cl (2-chloromethyl-5-(4-chlorophenyl) oxazole), C(C)N (ethylamine), resultant solution. The solvent is C(C)O (ethanol). Reported procedure: To a solution of 2.3 g of 2-chloromethyl-5-(4-chlorophenyl) oxazole in 50 ml of ethanol was added 3.2 g of 70% ethylamine aqueous solution, and the resultant solution was allowed to stand at room temperature overnight. At the end of this time, the solvent and the excess ethylamine were distilled off under reduced pressure, and then 30 ml of water, 10 ml of 2N NaOH solution and 50 ml of chloroform were added. The chloroform layer was separated and the aqueous layer was extracted twice with 30 ml ... The reactants are S1C2=C(C=C1)C=C(C=C2)C=O (benzo[b]thiophene-5-carbaldehyde), BrBr (bromine), O (water), C(C)(=O)OCC (ethyl acetate). Solvent: C(C)(=O)O (acetic acid). Reaction conditions: time 3 hour. Product: BrC=1C2=C(SC1)C=CC(=C2)C=O (3-bromobenzo[b]thiophene-5-carbaldehyde). RXN SMILES: [S:1]1[CH:5]=[CH:4][C:3]2[CH:6]=[C:7]([CH:10]=[O:11])[CH:8]=[CH:9][C:2]1=2.[Br:12]Br.O.C(OCC)(=O)C>C(O)(=O)C>[Br:12][C:4]1[C:3]2[CH:6]=[C:7]([CH:10]=[O:11])[CH:8]=[CH:9][C:2]=2[S:1][CH:5]=1. Reported procedure: To a solution of 3 g of benzo[b]thiophene-5-carbaldehyde in 30 ml of acetic acid is dropwise added 1.43 ml of bromine with ice-cooling. The temperature of the reaction mixture is elevated to room temperature, at which temperature the mixture is stirred for three hours. After the reaction, 50 ml of water and 50 ml of ethyl acetate are added to the thus stirred reaction mixture, and the resulting organic layer was separated, washed successively with water, a saturated aqueous sodium hydrogencarbon... Reactants: N1=CC(=CC=C1)C(C)=O (1-(3-pyridinyl)ethanone), Cl.NO (hydroxylamine hydrochloride), C([O-])(O)=O.[Na+] (sodium bicarbonate). The solvent is O (water), CO (methanol). The product is N1=CC(=CC=C1)C(C)=NO (1-(3-pyridinyl)ethanone oxime). Isolated yield 99.2%. Reaction SMILES: [N:1]1[CH:6]=[CH:5][CH:4]=[C:3]([C:7](=O)[CH3:8])[CH:2]=1.Cl.[NH2:11][OH:12].C(=O)(O)[O-].[Na+]>CO.O>[N:1]1[CH:6]=[CH:5][CH:4]=[C:3]([C:7](=[N:11][OH:12])[CH3:8])[CH:2]=1 |f:1.2,3.4|. Procedure: A mixture of 50 g (0.41 mol) of 1-(3-pyridinyl)ethanone and 29 g (0.42 mol) of hydroxylamine hydrochloride in 250 ml of methanol was heated under reflux for five hours. Upon cooling to room temperature, a white solid separated from the reaction mixture. This material was collected by filtration and the filtrate was concentrated to yield additional white solid. The combined solids were dissolved in water and the solution was made weakly basic by the addition of sodium bicarbonate solution while c...